This data is from the Open Reaction Database (ORD), a public repository of structured organic reaction records. The task is: describe an organic reaction: reactants, conditions, products, and yield The product is CCCCCOc1c(OC)ccc2c1CN(CCc1ccc(OCc3ccccc3)cc1)C2=O. RXN SMILES: [CH2:1]([c:2]1[cH:3][cH:4][cH:5][cH:6][cH:7]1)[O:8][c:9]1[cH:10][cH:11][c:12]([CH2:15][CH2:16][N:17]2[C:18](=[O:35])[c:19]3[cH:20][cH:21][c:22]([O:33][CH3:34])[c:23]([O:27][CH2:28][CH2:29][CH2:30][CH2:31][CH3:32])[c:24]3[CH:25]2[OH:26])[cH:13][cH:14]1.[CH2:36]([SiH:37]([CH2:38][CH3:39])[CH2:40][CH3:41])[CH3:42].[Cl:55][CH2:56][Cl:57].[Na+:50].[OH:43][C:44]([C:45]([F:46])([F:47])[F:48])=[O:49].[OH:51][C:52](=[O:53])[O-:54]>>[CH2:1]([c:2]1[cH:3][cH:4][cH:5][cH:6][cH:7]1)[O:8][c:9]1[cH:10][cH:11][c:12]([CH2:15][CH2:16][N:17]2[C:18](=[O:35])[c:19]3[cH:20][cH:21][c:22]([O:33][CH3:34])[c:23]([O:27][CH2:28][CH2:29][CH2:30][CH2:31][CH3:32])[c:24]3[CH2:25]2)[cH:13][cH:14]1. Starting materials: CCCCCOc1c(OC)ccc2c1C(O)N(CCc1ccc(OCc3ccccc3)cc1)C2=O, CC[SiH](CC)CC, ClCCl, [Na+], O=C(O)C(F)(F)F, O=C([O-])O.